This data is from the Open Reaction Database (ORD), a public repository of structured organic reaction records. The task is: describe an organic reaction: reactants, conditions, products, and yield Starting materials: CI, CCO, [K+], NCCC(=O)O, [OH-], O, S=C=S. Yields the product CSC(=S)NCCC(=O)O. Reaction SMILES: [CH3:12][I:13].[CH3:15][CH2:16][OH:17].[K+:8].[NH2:1][CH2:2][CH2:3][C:4](=[O:5])[OH:6].[OH-:7].[OH2:14].[S:9]=[C:10]=[S:11]>>[NH:1]([CH2:2][CH2:3][C:4](=[O:5])[OH:6])[C:10]([S:9][CH3:12])=[S:11]. The reactants are CSC=1C=C(NC2CCN(CC2)CC2=CC(=NC=C2)C2=CC(=C(C(=C2)OC)OC)OC)C=CC1 (4-(3-Methylthioanilino)-1-[[2-(3,4,5-trimethoxyphenyl)pyridin-4-yl]methyl]piperidine), COC=1C=C(C=C(C1OC)OC)C1=C(CCl)C=CC=C1 (2-(3,4,5-trimethoxyphenyl)benzyl chloride). Yields the product Cl.Cl.CSC=1C=C(C=CC1)N(CC1=C(C=CC=C1)C1=CC(=C(C(=C1)OC)OC)OC)C1CCN(CC1)CC1=CC(=NC=C1)C1=CC(=C(C(=C1)OC)OC)OC (4-[N-(3-Methylthiophenyl)-N-[2-(3,4,5-trimethoxyphenyl)benzyl]amino]-1-[[2-(3,4,5-trimethoxyphenyl)pyridin-4-yl]methyl]piperidine Dihydrochloride). RXN SMILES: [CH3:1][S:2][C:3]1[CH:4]=[C:5]([CH:32]=[CH:33][CH:34]=1)[NH:6][CH:7]1[CH2:12][CH2:11][N:10]([CH2:13][C:14]2[CH:19]=[CH:18][N:17]=[C:16]([C:20]3[CH:25]=[C:24]([O:26][CH3:27])[C:23]([O:28][CH3:29])=[C:22]([O:30][CH3:31])[CH:21]=3)[CH:15]=2)[CH2:9][CH2:8]1.[CH3:35][O:36][C:37]1[CH:38]=[C:39]([C:47]2[CH:54]=[CH:53][CH:52]=[CH:51][C:48]=2[CH2:49][Cl:50])[CH:40]=[C:41]([O:45][CH3:46])[C:42]=1[O:43][CH3:44]>>[ClH:50].[ClH:50].[CH3:1][S:2][C:3]1[CH:4]=[C:5]([N:6]([CH:7]2[CH2:8][CH2:9][N:10]([CH2:13][C:14]3[CH:19]=[CH:18][N:17]=[C:16]([C:20]4[CH:21]=[C:22]([O:30][CH3:31])[C:23]([O:28][CH3:29])=[C:24]([O:26][CH3:27])[CH:25]=4)[CH:15]=3)[CH2:11][CH2:12]2)[CH2:49][C:48]2[CH:51]=[CH:52][CH:53]=[CH:54][C:47]=2[C:39]2[CH:40]=[C:41]([O:45][CH3:46])[C:42]([O:43][CH3:44])=[C:37]([O:36][CH3:35])[CH:38]=2)[CH:32]=[CH:33][CH:34]=1 |f:2.3.4|. Procedure details: 4-(3-Methylthioanilino)-1-[[2-(3,4,5-trimethoxyphenyl)pyridin-4-yl]methyl]piperidine (143 mg) and 2-(3,4,5-trimethoxyphenyl)benzyl chloride (114 mg) were condensed in the same manner as described in Example 9. The title compound was obtained as yellow powder after converting a free base to a dihydrochloride. Reactants: C(CCCCCCC\C=C/C\C=C/C\C=C/CC)(=O)O (α-linolenic acid), C(C(=O)Cl)(=O)Cl (oxalic chloride), [Cl-] (chloride). Run in C(Cl)(Cl)Cl (chloroform). Reaction conditions: time 3 hour. The product is C(CCCCCCC\C=C/C\C=C/C\C=C/CC)(=O)Cl (α-linolenic acid chloride). Reaction SMILES: [C:1]([OH:20])(=O)[CH2:2][CH2:3][CH2:4][CH2:5][CH2:6][CH2:7][CH2:8]/[CH:9]=[CH:10]\[CH2:11]/[CH:12]=[CH:13]\[CH2:14]/[CH:15]=[CH:16]\[CH2:17][CH3:18].C(Cl)(=O)C([Cl:24])=O.[Cl-]>C(Cl)(Cl)Cl>[C:1]([Cl:24])(=[O:20])[CH2:2][CH2:3][CH2:4][CH2:5][CH2:6][CH2:7][CH2:8]/[CH:9]=[CH:10]\[CH2:11]/[CH:12]=[CH:13]\[CH2:14]/[CH:15]=[CH:16]\[CH2:17][CH3:18]. Procedure details: A solution of 10 g of α-linolenic acid in 100 ml of anhydrous chloroform was kept cooled with ice and 4.6 g of oxalic chloride was added dropwise thereto. The solution containing the chloride was stirred at room temperature for three hours. The resultant reaction solution was dried under a vacuum. The α-linolenic acid chloride consequently formed was dissolved in 100 ml of anhydrous chloroform. The solution consequently obtained was cooled to -50° C. and 2.2 g of paraformaldenyde was added there... Starting materials: CN(C(=O)C=1OC(=CC1)C(C)=O)C (N,N-dimethyl-5-acetylfuran-2-carboxamide), BrBr (bromine). Solvent: C(C)(=O)O (acetic acid). The product is CN(C(=O)C=1OC(=CC1)C(CBr)=O)C (N,N-Dimethyl-5-(2-bromoacetyl)furan-2-carboxamide). Reaction SMILES: [CH3:1][N:2]([CH3:13])[C:3]([C:5]1[O:6][C:7]([C:10](=[O:12])[CH3:11])=[CH:8][CH:9]=1)=[O:4].[Br:14]Br>C(O)(=O)C>[CH3:13][N:2]([CH3:1])[C:3]([C:5]1[O:6][C:7]([C:10](=[O:12])[CH2:11][Br:14])=[CH:8][CH:9]=1)=[O:4]. Reported procedure: A mixture of 1.81 g. (0.01 mole) of N,N-dimethyl-5-acetylfuran-2-carboxamide, 1.59 g. (0.01 mole) of bromine and 40 ml. of glacial acetic acid was stirred at room temperature for 18 hours, and then the acetic acid was removed by evaporation in vacuo. The residue was partitioned between water and ethyl acetate and the layers were separated. The aqueous layer was further extracted with ethyl acetate, and the combined ethyl acetate solutions were washed with sodium bicarbonate solution followed by ... Reactants: F[C@H]1C[C@H](N(C1)C(CO)=O)C(=O)N ((2S,4S)-4-fluoro-1-(2-hydroxyacetyl)pyrrolidine-2-carboxa mide), N1C=NC=C1 (imidazole), [Si](C)(C)(C(C)(C)C)Cl (tert-butyldimethylsilyl chloride). The solvent is CN(C=O)C (N,N-dimethylformamide), CN(C=O)C (N,N-dimethylformamide). Run at time 1 hour. The product is F[C@H]1C[C@H](N(C1)C(CO[Si](C)(C)C(C)(C)C)=O)C(=O)N ((2S,4S)-4-fluoro-1-[2-(tert-butyldimethylsilyloxy)acetyl]pyrro lidine-2-carboxamide). Isolated yield 94.0%. As a reaction SMILES: [F:1][C@@H:2]1[CH2:6][N:5]([C:7](=[O:10])[CH2:8][OH:9])[C@H:4]([C:11]([NH2:13])=[O:12])[CH2:3]1.N1C=CN=C1.[Si:19](Cl)([C:22]([CH3:25])([CH3:24])[CH3:23])([CH3:21])[CH3:20]>CN(C)C=O>[F:1][C@@H:2]1[CH2:6][N:5]([C:7](=[O:10])[CH2:8][O:9][Si:19]([C:22]([CH3:25])([CH3:24])[CH3:23])([CH3:21])[CH3:20])[C@H:4]([C:11]([NH2:13])=[O:12])[CH2:3]1. Reported procedure: (2S,4S)-4-fluoro-1-(2-hydroxyacetyl)pyrrolidine-2-carboxa mide (4.10 g) and imidazole (3.27 g) were dissolved in dehydrated N,N-dimethylformamide (100 mL). While the solution was cooled in an ice bath, a solution of tert-butyldimethylsilyl chloride (3.62 g) in dehydrated N,N-dimethylformamide (30 mL) was added dropwise and the mixture was stirred at room temperature for 1 hour. The reaction mixture was then concentrated under reduced pressure and dissolved in ethyl acetate (300 mL). The ethyl ac... Product: ClC1=CC=C(C=C1)C(N1CC(C1)=CS(=O)(=O)CC=1C=C(C(=O)NCC2CCCCC2)C=CC1)C1=CC=C(C=C1)Cl (3-({1-[bis(4-chlorophenyl)methyl]azetidin-3-ylidene}methanesulfonylmethyl)-N-cyclohexylmethylbenzamide). Reactants: ClC1=CC=C(C=C1)C(N1CC(C1)=CS(=O)(=O)CC=1C=C(C(=O)O)C=CC1)C1=CC=C(C=C1)Cl (3-({1-[bis(4-chlorophenyl)methyl]azetidin-3-ylidene}methanesulfonylmethyl)benzoic acid), resin, NCC1CCCCC1 (aminomethylcyclohexane). Procedure details: The operation is carried out under the conditions described in Example 124 starting with 110 mg of activated 3-({1-[bis(4-chlorophenyl)methyl]azetidin-3-ylidene}methanesulfonylmethyl)benzoic acid on TFP resin (121 μM) and 0.025 cm3 of aminomethylcyclohexane. 44 mg of 3-({1-[bis(4-chlorophenyl)methyl]azetidin-3-ylidene}methanesulfonylmethyl)-N-cyclohexylmethylbenzamide are thus obtained in the form of a pale yellow powder whose characteristics are the following [1H NMR spectrum (400 MHz, (CD3)2SO... Reaction SMILES: [Cl:1][C:2]1[CH:7]=[CH:6][C:5]([CH:8]([C:27]2[CH:32]=[CH:31][C:30]([Cl:33])=[CH:29][CH:28]=2)[N:9]2[CH2:12][C:11](=[CH:13][S:14]([CH2:17][C:18]3[CH:19]=[C:20]([CH:24]=[CH:25][CH:26]=3)[C:21]([OH:23])=O)(=[O:16])=[O:15])[CH2:10]2)=[CH:4][CH:3]=1.[NH2:34][CH2:35][CH:36]1[CH2:41][CH2:40][CH2:39][CH2:38][CH2:37]1>>[Cl:33][C:30]1[CH:29]=[CH:28][C:27]([CH:8]([C:5]2[CH:6]=[CH:7][C:2]([Cl:1])=[CH:3][CH:4]=2)[N:9]2[CH2:12][C:11](=[CH:13][S:14]([CH2:17][C:18]3[CH:19]=[C:20]([CH:24]=[CH:25][CH:26]=3)[C:21]([NH:34][CH2:35][CH:36]3[CH2:41][CH2:40][CH2:39][CH2:38][CH2:37]3)=[O:23])(=[O:15])=[O:16])[CH2:10]2)=[CH:32][CH:31]=1.